Dataset: the Open Reaction Database (ORD), a public repository of structured organic reaction records. Task: describe an organic reaction: reactants, conditions, products, and yield Reactants: NC1CCCCC1, O=C1CCC(=O)O1, c1ccncc1. Yields the product O=C(O)CCC(=O)NC1CCCCC1. RXN SMILES: [NH2:8][CH:9]1[CH2:10][CH2:11][CH2:12][CH2:13][CH2:14]1.[O:1]=[C:2]1[CH2:3][CH2:4][C:5](=[O:6])[O:7]1.[cH:15]1[cH:16][cH:17][n:18][cH:19][cH:20]1>>[O:1]=[C:2]([CH2:3][CH2:4][C:5](=[O:6])[NH:8][CH:9]1[CH2:10][CH2:11][CH2:12][CH2:13][CH2:14]1)[OH:7]. Reactants: COC(=O)CN(CCN1CCOCC1)Cc1cc(Br)cnc1N, CS(C)=O, [H-], [Na+], O. Product: O=C1CN(CCN2CCOCC2)Cc2cc(Br)cnc2N1. As a reaction SMILES: [CH3:1][O:2][C:3]([CH2:4][N:5]([CH2:6][CH2:7][N:8]1[CH2:9][CH2:10][O:11][CH2:12][CH2:13]1)[CH2:14][c:15]1[c:16]([NH2:22])[n:17][cH:18][c:19]([Br:21])[cH:20]1)=[O:23].[CH3:26][S:27]([CH3:28])=[O:29].[H-:25].[Na+:24].[OH2:30]>>[O:2]=[C:3]1[CH2:4][N:5]([CH2:6][CH2:7][N:8]2[CH2:9][CH2:10][O:11][CH2:12][CH2:13]2)[CH2:14][c:15]2[c:16]([n:17][cH:18][c:19]([Br:21])[cH:20]2)[NH:22]1. Starting materials: C[C@H]1[C@H]([C@H](C[C@@H](O1)O[C@H]2C[C@@](CC3=C(C4=C(C(=C23)O)C(=O)C5=C(C4=O)C=CC=C5OC)O)(C(=O)C)O)N)O.Cl (daunomycin hydrochloride), ClC=1C=C(C(=O)NN)C=CC1Cl (3,4-dichlorobenzhydrazide). The solvent is CO (methanol), C(C)#N (acetonitrile). Product: C[C@H]1[C@H]([C@H](C[C@@H](O1)O[C@H]2C[C@@](CC3=C(C4=C(C(=C23)O)C(=O)C5=C(C4=O)C=CC=C5OC)O)(C(=O)C)O)N)O (Daunomycin). Isolated yield 117.3%. As a reaction SMILES: [CH3:1][C@@H:2]1[O:7][C@@H:6]([O:8][C@@H:9]2[C:18]3[C:13](=[C:14]([OH:32])[C:15]4[C:24](=[O:25])[C:23]5[CH:26]=[CH:27][CH:28]=[C:29]([O:30][CH3:31])[C:22]=5[C:20](=[O:21])[C:16]=4[C:17]=3[OH:19])[CH2:12][C@@:11]([OH:36])([C:33]([CH3:35])=[O:34])[CH2:10]2)[CH2:5][C@H:4]([NH2:37])[C@@H:3]1[OH:38].Cl.ClC1C=C(C=CC=1Cl)C(NN)=O>CO.C(#N)C>[CH3:1][C@@H:2]1[O:7][C@@H:6]([O:8][C@@H:9]2[C:18]3[C:13](=[C:14]([OH:32])[C:15]4[C:24](=[O:25])[C:23]5[CH:26]=[CH:27][CH:28]=[C:29]([O:30][CH3:31])[C:22]=5[C:20](=[O:21])[C:16]=4[C:17]=3[OH:19])[CH2:12][C@@:11]([OH:36])([C:33]([CH3:35])=[O:34])[CH2:10]2)[CH2:5][C@H:4]([NH2:37])[C@@H:3]1[OH:38] |f:0.1|. Procedure: A solution of 0.564 g (1.0 mmole) of daunomycin hydrochloride and 0.410 g (2.0 mmole) of 3,4-dichlorobenzhydrazide in 20 ml of methanol was stirred at room temperature in the dark for 3 days. The reaction mixture was stirred and slowly diluted with 100 ml of acetonitrile; the clear solution was allowed to stand at room temperature in the dark overnight. The resulting precipitate was collected, washed with 5 × 1 ml of methanol-acetronitrile (1:5) and dried at room temperature/0.1 mm/16 hr to give... RXN SMILES: [C:31](=[O:32])([O-:33])[O-:34].[CH3:37][CH2:38][O:39][C:40](=[O:41])[CH3:42].[CH:44]1([NH2:49])[CH2:45][CH2:46][CH2:47][CH2:48]1.[Cl:1][c:2]1[cH:3][c:4]2[n:5]([cH:6][cH:7]1)[n:8][c:9](-[c:24]1[cH:25][cH:26][c:27]([F:30])[cH:28][cH:29]1)[c:10]2-[c:11]1[n:12][c:13]([NH:17][c:18]2[cH:19][cH:20][cH:21][cH:22][cH:23]2)[n:14][cH:15][cH:16]1.[Cs+:35].[Cs+:36].[O-:51][C:52]([CH3:53])=[O:54].[O-:55][C:56]([CH3:57])=[O:58].[OH2:43].[Pd+2:50]>>[c:2]1([NH:49][CH:44]2[CH2:45][CH2:46][CH2:47][CH2:48]2)[cH:3][c:4]2[n:5]([cH:6][cH:7]1)[n:8][c:9](-[c:24]1[cH:25][cH:26][c:27]([F:30])[cH:28][cH:29]1)[c:10]2-[c:11]1[n:12][c:13]([NH:17][c:18]2[cH:19][cH:20][cH:21][cH:22][cH:23]2)[n:14][cH:15][cH:16]1. Yields the product Fc1ccc(-c2nn3ccc(NC4CCCC4)cc3c2-c2ccnc(Nc3ccccc3)n2)cc1. The reactants are O=C([O-])[O-], CCOC(C)=O, NC1CCCC1, Fc1ccc(-c2nn3ccc(Cl)cc3c2-c2ccnc(Nc3ccccc3)n2)cc1, [Cs+], [Cs+], CC(=O)[O-], CC(=O)[O-], O, [Pd+2].